Task: describe an organic reaction: reactants, conditions, products, and yield. Dataset: the Open Reaction Database (ORD), a public repository of structured organic reaction records The reactants are C1(=CC=CC=C1)[Mg]Cl (phenylmagnesium chloride), C(C)(=O)C1=CC(=CC=C1)C(C)=O (m-diacetyl benzene), C(CCCCCCC)O (n-octanol). The solvent is O1CCCC1 (tetrahydrofuran). Conditions: time 2 hour. Yields the product C1(=CC=CC=C1)C(=C)C1=CC(=CC=C1)C(=C)C1=CC=CC=C1 (M-Bis-(1-Phenylethenyl) Benzene). Yield: 95.0%. As a reaction SMILES: [C:1]1([Mg]Cl)[CH:6]=[CH:5][CH:4]=[CH:3][CH:2]=1.[C:9]([C:12]1[CH:17]=[CH:16][CH:15]=[C:14](C(=O)C)[CH:13]=1)(=O)[CH3:10].[CH2:21](O)[CH2:22][CH2:23][CH2:24][CH2:25][CH2:26][CH2:27][CH3:28]>O1CCCC1>[C:1]1([C:22]([C:23]2[CH:28]=[CH:27][CH:26]=[C:25]([C:9]([C:12]3[CH:17]=[CH:16][CH:15]=[CH:14][CH:13]=3)=[CH2:10])[CH:24]=2)=[CH2:21])[CH:6]=[CH:5][CH:4]=[CH:3][CH:2]=1. Reported procedure: A Grignard reaction mixture was prepared by contacting 100 mL of 2M phenylmagnesium chloride in tetrahydrofuran with 0.1 mole m-diacetyl benzene. 100 mL of n-octanol were added to the Grignard reaction mixture. The tetrahydrofuran was removed by distillation during which the pot temperature rose to 175° C. in 2 hours. Gas chromatograph analysis showed that the alcohol had been dehydrated to m-bis-(1-phenylethenyl) benzene. Product yield was about 95%